From a dataset of the Open Reaction Database (ORD), a public repository of structured organic reaction records. describe an organic reaction: reactants, conditions, products, and yield The reactants are O=C(Nc1cccc2[nH]ccc12)c1ccccc1OCCCCBr, COc1cc(CCN2CCNCC2)cc(OC)c1OC, CCO, [Na+], [Na+], O=C([O-])[O-], O. The product is COc1cc(CCN2CCN(CCCCOc3ccccc3C(=O)Nc3cccc4[nH]ccc34)CC2)cc(OC)c1OC. Reaction SMILES: [Br:1][CH2:2][CH2:3][CH2:4][CH2:5][O:6][c:7]1[c:8]([C:9](=[O:10])[NH:11][c:12]2[c:13]3[cH:14][cH:15][nH:16][c:17]3[cH:18][cH:19][cH:20]2)[cH:21][cH:22][cH:23][cH:24]1.[CH3:25][O:26][c:27]1[cH:28][c:29]([CH2:37][CH2:38][N:39]2[CH2:40][CH2:41][NH:42][CH2:43][CH2:44]2)[cH:30][c:31]([O:35][CH3:36])[c:32]1[O:33][CH3:34].[CH3:52][CH2:53][OH:54].[Na+:45].[Na+:46].[O-:47][C:48](=[O:49])[O-:50].[OH2:51]>>[CH2:2]([CH2:3][CH2:4][CH2:5][O:6][c:7]1[c:8]([C:9](=[O:10])[NH:11][c:12]2[c:13]3[cH:14][cH:15][nH:16][c:17]3[cH:18][cH:19][cH:20]2)[cH:21][cH:22][cH:23][cH:24]1)[N:42]1[CH2:41][CH2:40][N:39]([CH2:38][CH2:37][c:29]2[cH:28][c:27]([O:26][CH3:25])[c:32]([O:33][CH3:34])[c:31]([O:35][CH3:36])[cH:30]2)[CH2:44][CH2:43]1.